This data is from the Open Reaction Database (ORD), a public repository of structured organic reaction records. The task is: describe an organic reaction: reactants, conditions, products, and yield The reactants are FC1=CC=C(CN(S(=O)(=O)N2C=NC=C2)CC(C)C)C=C1 (imidazole-1-sulfonic acid (4-fluoro-benzyl)-isobutyl-amide), FC(S(=O)(=O)OC)(F)F (methyl trifluoromethane sulfonate). Run in C(Cl)Cl (DCM). Run at time 2 hour. Product: [O-]S(=O)(=O)C(F)(F)F.FC1=CC=C(CN(S(=O)(=O)N2C=[N+](C=C2)C)CC(C)C)C=C1 (3-[(4-Fluoro-benzyl)-isobutyl-sulfamoyl]-1-methyl-3H-imidazol-1-ium triflate). RXN SMILES: [F:1][C:2]1[CH:21]=[CH:20][C:5]([CH2:6][N:7]([CH2:16][CH:17]([CH3:19])[CH3:18])[S:8]([N:11]2[CH:15]=[CH:14][N:13]=[CH:12]2)(=[O:10])=[O:9])=[CH:4][CH:3]=1.[F:22][C:23]([F:30])([F:29])[S:24]([O:27]C)(=[O:26])=[O:25]>C(Cl)Cl>[O-:27][S:24]([C:23]([F:30])([F:29])[F:22])(=[O:26])=[O:25].[F:1][C:2]1[CH:21]=[CH:20][C:5]([CH2:6][N:7]([CH2:16][CH:17]([CH3:19])[CH3:18])[S:8]([N:11]2[CH:15]=[CH:14][N+:13]([CH3:23])=[CH:12]2)(=[O:9])=[O:10])=[CH:4][CH:3]=1 |f:3.4|. Procedure details: A solution of imidazole-1-sulfonic acid (4-fluoro-benzyl)-isobutyl-amide (260 mg, 835 μmol) in DCM (5 mL) at 0° C. was treated dropwise with methyl trifluoromethane sulfonate (101 μL, 918 μmol) and stirred cold for 2 hours. The mixture was concentrated under vacuum and used immediately in the next step. LCMS (m/z, Method A) ES+ 326.0 [M+1]+. Reactants: Cl (hydrochloric acid), CC12N3CCN4CCCN(CCN1CC(C3)C(=O)OC)C24C (methyl 10b,10c-dimethyldecahydro-3a,5a,8a,10a-tetraazapyrene-2-carboxylate), tetraamine. The solvent is C(C)O (ethanol). Reaction conditions: temperature 0 celsius. Yields the product N1CCNCC(CNCCNCCC1)C(=O)O (1,4,8,11-tetraazacyclotetra-decane-6-carboxylic acid). RXN SMILES: CC12C3(C)[N:6]4[CH2:7][CH2:8][CH2:9][N:10]3[CH2:11][CH2:12][N:13]1[CH2:14][CH:15]([C:17]([O:19]C)=[O:18])[CH2:16][N:3]2[CH2:4][CH2:5]4.Cl>C(O)C>[NH:6]1[CH2:7][CH2:8][CH2:9][NH:10][CH2:11][CH2:12][NH:13][CH2:14][CH:15]([C:17]([OH:19])=[O:18])[CH2:16][NH:3][CH2:4][CH2:5]1. Procedure: A solution of 0.50 g (1.62 mmol) of compound 3, prepared in example A, stage (b), in 20 ml of absolute ethanol is brought to reflux. 3 ml of a 35% aqueous hydrochloric acid solution are added in small amounts. Reflux is maintained for 48 hours. The mixture is cooled to 0° C. and the precipitate formed is filtered off and washed with ice-cold ethanol. The filtrate is evaporated and then the residue is taken up in the minimum amount of ethanol. The precipitate formed is filtered off and washed wit... Starting materials: [Br-], CC(c1ccc2c(c1)C(C)(C)CCC2(C)C)[P+](c1ccccc1)(c1ccccc1)c1ccccc1, CC(C)c1ccc(C=O)cc1. The product is CC(=Cc1ccc(C(C)C)cc1)c1ccc2c(c1)C(C)(C)CCC2(C)C. RXN SMILES: [Br-:1].[CH3:2][C:3]1([CH3:36])[c:4]2[cH:5][cH:6][c:7]([CH:15]([CH3:16])[P+:17]([c:18]3[cH:19][cH:20][cH:21][cH:22][cH:23]3)([c:24]3[cH:25][cH:26][cH:27][cH:28][cH:29]3)[c:30]3[cH:31][cH:32][cH:33][cH:34][cH:35]3)[cH:8][c:9]2[C:10]([CH3:13])([CH3:14])[CH2:11][CH2:12]1.[CH:37]([CH3:38])([CH3:39])[c:40]1[cH:41][cH:42][c:43]([CH:44]=[O:45])[cH:46][cH:47]1>>[CH3:2][C:3]1([CH3:36])[c:4]2[cH:5][cH:6][c:7]([C:15]([CH3:16])=[CH:44][c:43]3[cH:42][cH:41][c:40]([CH:37]([CH3:38])[CH3:39])[cH:47][cH:46]3)[cH:8][c:9]2[C:10]([CH3:13])([CH3:14])[CH2:11][CH2:12]1. The reactants are Cl (HCl), CS(=O)(=O)Cl (methanesulfonyl chloride), N1=CC=CC=C1 (pyridine), NC1=CC=C(C(=O)OC)C=C1 (methyl 4-aminobenzoate). Solvent: C(Cl)Cl (methylene chloride), C(Cl)Cl (methylene chloride). Reaction conditions: time 8 hour. The product is COC(C1=CC=C(C=C1)NS(=O)(=O)C)=O (4-[(Methylsulfonyl)amino]benzoic acid methyl ester). Isolated yield 95.2%. RXN SMILES: [CH3:1][S:2](Cl)(=[O:4])=[O:3].N1C=CC=CC=1.[NH2:12][C:13]1[CH:22]=[CH:21][C:16]([C:17]([O:19][CH3:20])=[O:18])=[CH:15][CH:14]=1.Cl>C(Cl)Cl>[CH3:20][O:19][C:17](=[O:18])[C:16]1[CH:21]=[CH:22][C:13]([NH:12][S:2]([CH3:1])(=[O:4])=[O:3])=[CH:14][CH:15]=1. Procedure details: A solution of methanesulfonyl chloride (15.2 g, 132 mmol) in methylene chloride (50 mL) was added dropwise to a stirring slurry of pyridine (41.8 g, 529 mmol) and methyl 4-aminobenzoate (20.0 g, 132 mmol) in methylene chloride (110 mL) cooled by a dry ice/acetone bath. The reaction mixture was allowed to warm to ambient temperature and was stirred overnight. The reaction mixture was added to 400 mL of 4% aqueous HCl solution and the solid that formed was collected by filtration. The orange solid... Reactants: CNC(=O)C(=NOC)c1ccccc1Oc1cccc(O)c1, Clc1nc2ccccc2s1, [H-], [Na+], CN(C)C=O, O. Product: CNC(=O)C(=NOC)c1ccccc1Oc1cccc(Oc2nc3ccccc3s2)c1. As a reaction SMILES: [CH3:1][NH:2][C:3]([C:4](=[N:5][O:6][CH3:7])[c:8]1[c:9]([O:14][c:15]2[cH:16][c:17]([OH:21])[cH:18][cH:19][cH:20]2)[cH:10][cH:11][cH:12][cH:13]1)=[O:22].[Cl:25][c:26]1[s:27][c:28]2[c:29]([n:30]1)[cH:31][cH:32][cH:33][cH:34]2.[H-:23].[Na+:24].[O:35]=[CH:36][N:37]([CH3:38])[CH3:39].[OH2:40]>>[CH3:1][NH:2][C:3]([C:4](=[N:5][O:6][CH3:7])[c:8]1[c:9]([O:14][c:15]2[cH:16][c:17]([O:21][c:26]3[s:27][c:28]4[c:29]([n:30]3)[cH:31][cH:32][cH:33][cH:34]4)[cH:18][cH:19][cH:20]2)[cH:10][cH:11][cH:12][cH:13]1)=[O:22]. The reactants are ClCCCl, O=C(O)c1cccc(OC(F)(F)C(F)F)c1, O=S(Cl)Cl, c1ccncc1. As a reaction SMILES: [Cl:27][CH2:28][CH2:29][Cl:30].[F:11][C:12]([CH:13]([F:14])[F:15])([O:16][c:17]1[cH:18][c:19]([C:20](=[O:21])[OH:22])[cH:23][cH:24][cH:25]1)[F:26].[S:1]([Cl:2])([Cl:3])=[O:4].[cH:5]1[cH:6][cH:7][n:8][cH:9][cH:10]1>>[Cl:3][C:20]([c:19]1[cH:18][c:17]([O:16][C:12]([F:11])([CH:13]([F:14])[F:15])[F:26])[cH:25][cH:24][cH:23]1)=[O:21]. Product: O=C(Cl)c1cccc(OC(F)(F)C(F)F)c1. Starting materials: CCO, CN(C)CCN(C(=O)N(C)C)c1ccc(Cl)nn1, Cl, [H][H], [Na+], [OH-]. Yields the product CN(C)CCN(C(=O)N(C)C)c1cccnn1, Cl, Cl. RXN SMILES: [CH2:24]([OH:25])[CH3:26].[CH3:2][N:3]([C:4](=[O:5])[N:6]([c:7]1[n:8][n:9][c:10]([Cl:13])[cH:11][cH:12]1)[CH2:14][CH2:15][N:16]([CH3:17])[CH3:18])[CH3:19].[ClH:1].[H:22][H:23].[Na+:21].[OH-:20]>>[CH3:2][N:3]([C:4](=[O:5])[N:6]([c:7]1[n:8][n:9][cH:10][cH:11][cH:12]1)[CH2:14][CH2:15][N:16]([CH3:17])[CH3:18])[CH3:19].[ClH:13].[ClH:1].